From a dataset of the Open Reaction Database (ORD), a public repository of structured organic reaction records. describe an organic reaction: reactants, conditions, products, and yield Reactants: C1(CC1)C1=C(C=CC2=C1N(C(=N2)[C@H](C)NC2=C1N=CN(C1=NC=N2)C2OCCCC2)C2=CC=CC=C2)F ([(S)-1-(7-cyclopropyl-6-fluoro-1-phenyl-1H-benzoimidazol-2-yl)ethyl]-[9-(tetrahydropyran-2-yl)-9H-purin-6-yl]amine), Cl (HCl). The solvent is CO (MeOH), O1CCOCC1 (dioxane). Run at time 30 minute. The product is C1(CC1)C1=C(C=CC2=C1N(C(=N2)C(C)NC2=C1N=CNC1=NC=N2)C2=CC=CC=C2)F ([1-(7-Cyclopropyl-6-fluoro-1-phenyl-1H-benzoimidazol-2-yl)-ethyl]-(9H-purin-6-yl)-amine). The yield is 48.4%. Reaction SMILES: [CH:1]1([C:4]2[C:9]3[N:10]([C:31]4[CH:36]=[CH:35][CH:34]=[CH:33][CH:32]=4)[C:11]([C@@H:13]([NH:15][C:16]4[N:24]=[CH:23][N:22]=[C:21]5[C:17]=4[N:18]=[CH:19][N:20]5C4CCCCO4)[CH3:14])=[N:12][C:8]=3[CH:7]=[CH:6][C:5]=2[F:37])[CH2:3][CH2:2]1.Cl>CO.O1CCOCC1>[CH:1]1([C:4]2[C:9]3[N:10]([C:31]4[CH:36]=[CH:35][CH:34]=[CH:33][CH:32]=4)[C:11]([CH:13]([NH:15][C:16]4[N:24]=[CH:23][N:22]=[C:21]5[C:17]=4[N:18]=[CH:19][NH:20]5)[CH3:14])=[N:12][C:8]=3[CH:7]=[CH:6][C:5]=2[F:37])[CH2:3][CH2:2]1. Procedure: To a mixture of [(S)-1-(7-cyclopropyl-6-fluoro-1-phenyl-1H-benzoimidazol-2-yl)ethyl]-[9-(tetrahydropyran-2-yl)-9H-purin-6-yl]amine (20 mg, 0.04 mmol) in MeOH (2 mL) was added 4N HCl in dioxane (0.25 mL) and the reaction mixture stirred at RT for 30 min. The volatiles were removed under reduced pressure and the resulting residue purified by reverse phase HPLC (Phenomenex Gemini 5 μm C18 on a 20 min gradient 10-90%, 0.1% HCO2H in acetonitrile/water) to afford 198 (8 mg, 48%). LCMS (Method K): RT 3... Reactants: ClC1=CC=2C3=C(N(C2C=C1)CC(C)(O)C1=C(C=NC=C1)C)CCN(C3)C (1-(8-Chloro-1,2,3,4-tetrahydro-2-methylpyrido[4,3-b]indol-5-yl)-2-(3-methylpyridin-4-yl)propan-2-ol), O=S(Cl)Cl (SOCl2). Yields the product ClC1=CC=2C3=C(N(C2C=C1)CC(C)(C1=C(C=NC=C1)C)Cl)CCN(C3)C (8-chloro-5-[2-chloro-2-(3-methyl-pyridin-4-yl)-propyl]-2-methyl-2,3,4,5-tetrahydro-1H-pyrido[4,3-b]indole). Reaction SMILES: [Cl:1][C:2]1[CH:10]=[CH:9][C:8]2[N:7]([CH2:11][C:12]([C:15]3[CH:20]=[CH:19][N:18]=[CH:17][C:16]=3[CH3:21])(O)[CH3:13])[C:6]3[CH2:22][CH2:23][N:24]([CH3:26])[CH2:25][C:5]=3[C:4]=2[CH:3]=1.O=S(Cl)[Cl:29]>>[Cl:1][C:2]1[CH:10]=[CH:9][C:8]2[N:7]([CH2:11][C:12]([Cl:29])([C:15]3[CH:20]=[CH:19][N:18]=[CH:17][C:16]=3[CH3:21])[CH3:13])[C:6]3[CH2:22][CH2:23][N:24]([CH3:26])[CH2:25][C:5]=3[C:4]=2[CH:3]=1. Procedure: 1-(8-Chloro-1,2,3,4-tetrahydro-2-methylpyrido[4,3-b]indol-5-yl)-2-(3-methylpyridin-4-yl)propan-2-ol (300 mg, 0.813 mmol) in SOCl2 (4 mL) was stirred at RT for 1 h. Excess SOCl2 was removed under vacuum to obtain 8-chloro-5-[2-chloro-2-(3-methyl-pyridin-4-yl)-propyl]-2-methyl-2,3,4,5-tetrahydro-1H-pyrido[4,3-b]indole (305 mg, 0.78 mmol) which was dissolved in NMP (3 mL). Powdered KOH (308.14 mg, 5.50 mmol) was added and the contents heated at 80° C. for 2 h. The progress of the reaction was monit... Reactants: CCCN(CCC)C(=O)c1cccc(C(=O)O)c1, O=S(Cl)Cl, c1ccccc1. The product is CCCN(CCC)C(=O)c1cccc(C(=O)O)c1, [Cl-]. As a reaction SMILES: [CH2:1]([CH2:2][CH3:3])[N:4]([C:5]([c:6]1[cH:7][c:8]([C:9](=[O:10])[OH:11])[cH:12][cH:13][cH:14]1)=[O:15])[CH2:16][CH2:17][CH3:18].[S:19]([Cl:20])([Cl:21])=[O:22].[cH:23]1[cH:24][cH:25][cH:26][cH:27][cH:28]1>>[CH2:1]([CH2:2][CH3:3])[N:4]([C:5]([c:6]1[cH:7][c:8]([C:9](=[O:10])[OH:11])[cH:12][cH:13][cH:14]1)=[O:15])[CH2:16][CH2:17][CH3:18].[Cl-:21]. Reactants: COc1ccsc1C1NC(C)(C)CO1, CSC, CCCCCC, [Li]CCCC, C1CCOC1. Product: COc1cc(SC)sc1C1NC(C)(C)CO1. RXN SMILES: [CH3:1][C:2]1([CH3:14])[NH:3][CH:4]([c:7]2[s:8][cH:9][cH:10][c:11]2[O:12][CH3:13])[O:5][CH2:6]1.[CH3:20][S:21][CH3:22].[CH3:28][CH2:29][CH2:30][CH2:31][CH2:32][CH3:33].[Li:15][CH2:16][CH2:17][CH2:18][CH3:19].[O:23]1[CH2:24][CH2:25][CH2:26][CH2:27]1>>[CH3:1][C:2]1([CH3:14])[NH:3][CH:4]([c:7]2[s:8][c:9]([S:21][CH3:20])[cH:10][c:11]2[O:12][CH3:13])[O:5][CH2:6]1. Product: FC(F)(F)C(CCCc1cccc(Oc2ccccc2)c1)c1ccccc1. Reaction SMILES: [CH3:30][CH2:31][OH:32].[H:28][H:29].[O:1]([c:2]1[cH:3][cH:4][cH:5][cH:6][cH:7]1)[c:8]1[cH:9][c:10]([CH2:14][CH2:15][CH:16]=[C:17]([C:18]([F:19])([F:20])[F:21])[c:22]2[cH:23][cH:24][cH:25][cH:26][cH:27]2)[cH:11][cH:12][cH:13]1>>[O:1]([c:2]1[cH:3][cH:4][cH:5][cH:6][cH:7]1)[c:8]1[cH:9][c:10]([CH2:14][CH2:15][CH2:16][CH:17]([C:18]([F:19])([F:20])[F:21])[c:22]2[cH:23][cH:24][cH:25][cH:26][cH:27]2)[cH:11][cH:12][cH:13]1. Starting materials: CCO, [H][H], FC(F)(F)C(=CCCc1cccc(Oc2ccccc2)c1)c1ccccc1. The reactants are [OH-].[Na+] (Sodium hydroxide), C(=O)NC1=CC=CC(=N1)C(C(=O)OCC)=O (ethyl 2-(6-formamidopyridin-2-yl)-glyoxylate), Cl.O(CC)N (ethoxylamine hydrochloride). The solvent is C(C)O (ethanol). Reaction conditions: time 30 minute. The product is C(=O)NC1=CC=CC(=N1)C(C(=O)O)=NOCC (2-(6-formamidopyridin-2-yl)-2-ethoxyiminoacetic acid). The yield is 45.4%. RXN SMILES: [OH-].[Na+].[CH:3]([NH:5][C:6]1[N:11]=[C:10]([C:12](=O)[C:13]([O:15]CC)=[O:14])[CH:9]=[CH:8][CH:7]=1)=[O:4].Cl.[O:20]([NH2:23])[CH2:21][CH3:22]>C(O)C>[CH:3]([NH:5][C:6]1[N:11]=[C:10]([C:12](=[N:23][O:20][CH2:21][CH3:22])[C:13]([OH:15])=[O:14])[CH:9]=[CH:8][CH:7]=1)=[O:4] |f:0.1,3.4|. Reported procedure: 1 N Sodium hydroxide solution (8.5 ml.) was added to a stirred solution of ethyl 2-(6-formamidopyridin-2-yl)-glyoxylate (1.9 g.) in ethanol (30 ml.) at room temperature and stirred at the same temperature for 30 minutes. After adding ethoxylamine hydrochloride (912 mg.) to the solution, the solution was stirred at room temperature for 4 hours. The resultant solution was concentrated under reduced pressure, and ethyl acetate and an aqueous solution of sodium bicarbonate were added to the residue.... Starting materials: CNCC=1C=C(C=CC1)C=1OC2=C(N1)C=CC=C2C(=O)OC (Methyl 2-(3-((methylamino)methyl)phenyl)benzo[d]oxazole-7-carboxylate), O.[NH4+] (ammonium water). Run in C(C)O (ethanol). Conditions: temperature 30 celsius, time 1 hour. Yields the product CNCC=1C=C(C=CC1)C=1OC2=C(N1)C=CC=C2C(=O)N (2-(3-((methylamino)methyl)phenyl)benzo[d]oxazole-7-carboxamide). The yield is 21.1%. Reaction SMILES: [CH3:1][NH:2][CH2:3][C:4]1[CH:5]=[C:6]([C:10]2[O:11][C:12]3[C:18]([C:19]([O:21]C)=O)=[CH:17][CH:16]=[CH:15][C:13]=3[N:14]=2)[CH:7]=[CH:8][CH:9]=1.O.[NH4+:24]>C(O)C>[CH3:1][NH:2][CH2:3][C:4]1[CH:5]=[C:6]([C:10]2[O:11][C:12]3[C:18]([C:19]([NH2:24])=[O:21])=[CH:17][CH:16]=[CH:15][C:13]=3[N:14]=2)[CH:7]=[CH:8][CH:9]=1 |f:1.2|. Procedure details: Methyl 2-(3-((methylamino)methyl)phenyl)benzo[d]oxazole-7-carboxylate (80 mg, 0.27 mmol) and ammonium water (75.7 mg, 2.16 mmol) were added to ethanol (30 mL) and the mixture was stirred at 30° C. for 1 hr. The resulting mixture was evaporated under reduced pressure and purified with Pre-HPLC to obtain 2-(3-((methylamino)methyl)phenyl)benzo[d]oxazole-7-carboxamide (16 mg, yield 21%). 1H-NMR (400 MHz, DMSO-d6) δ 2.62 (s, 3H), 4.29 (s, 2H), 7.48-7.52 (t, J=8 Hz, 1H), 7.70-7.74 (m, 1H), 7.81-7.83 (... The reactants are FC1=C(C=CC=C1)NC(NC1=CC=C(C=C1)C1=CC=C2CN(C(C2=C1)=O)[C@H](C(=O)OC)C(C)C)=S ((S)-Methyl 2-(6-(4-(3-(2-fluorophenyl)thioureido)phenyl)-1-oxoisoindolin-2-yl)-3-methylbutanoate), NC1=CC=C(C=C1)C1=CC=C2CN(C(C2=C1)=O)[C@H](C(=O)OC)C(C)C ((S)-Methyl 2-(6-(4-aminophenyl)-1-oxoisoindolin-2-yl)-3-methylbutanoate), ClC=1C=C(C=CC1)N=C=S (3-chlorophenyl isothiocyanate), compound, compound. The product is ClC1=CC=C(C=C1)NC(NC1=CC=C(C=C1)C1=CC=C2CN(C(C2=C1)=O)[C@H](C(=O)OC)C(C)C)=S ((S)-Methyl 2-(6-(4-(3-(4-chlorophenyl)thioureido)phenyl)-1-oxoisoindolin-2-yl)-3-methylbutanoate). RXN SMILES: F[C:2]1[CH:7]=[CH:6][CH:5]=[CH:4][C:3]=1[NH:8][C:9](=[S:35])[NH:10][C:11]1[CH:16]=[CH:15][C:14]([C:17]2[CH:25]=[C:24]3[C:20]([CH2:21][N:22]([C@@H:27]([CH:32]([CH3:34])[CH3:33])[C:28]([O:30][CH3:31])=[O:29])[C:23]3=[O:26])=[CH:19][CH:18]=2)=[CH:13][CH:12]=1.NC1C=CC(C2C=C3C(CN([C@@H](C(C)C)C(OC)=O)C3=O)=CC=2)=CC=1.[Cl:61]C1C=C(N=C=S)C=CC=1>>[Cl:61][C:6]1[CH:5]=[CH:4][C:3]([NH:8][C:9](=[S:35])[NH:10][C:11]2[CH:16]=[CH:15][C:14]([C:17]3[CH:25]=[C:24]4[C:20]([CH2:21][N:22]([C@@H:27]([CH:32]([CH3:34])[CH3:33])[C:28]([O:30][CH3:31])=[O:29])[C:23]4=[O:26])=[CH:19][CH:18]=3)=[CH:13][CH:12]=2)=[CH:2][CH:7]=1. Reported procedure: The compound of example 63 was prepared analogous to compound of example 51 by reaction of compound of example 6 with 3-chlorophenyl isothiocyanate. The compound of example 63 was used directly without isolation for the preparation of compound of example 64.